This data is from the Open Reaction Database (ORD), a public repository of structured organic reaction records. The task is: describe an organic reaction: reactants, conditions, products, and yield Reactants: NC1(CCC1)C1=CC=C(C=C1)C=1C(C=2C(=C(N=CC2)C=2C(=NN(C2C)C)C)OC1C1=CC=CC=C1)=O (3-(4-(1-aminocyclobutyl)phenyl)-2-phenyl-8-(1,3,5-trimethyl-1H-pyrazol-4-yl)-4H-pyrano[2,3-c]pyridin-4-one), [N+](#[C-])C=1C=C(C=CC1)C=1N=CC=C2C1OC(=C(C2=O)C2=CC=C(C=C2)C2(CCC2)NC(OC(C)(C)C)=O)C2=CC=CC=C2 (tert-butyl (1-(4-(8-(3-isocyanophenyl)-4-oxo-2-phenyl-4H-pyrano[2,3-c]pyridin-3-yl)phenyl)cyclobutyl)carbamate), Cl (HCl). Run in O1CCOCC1 (dioxane). The product is NC1(CCC1)C1=CC=C(C=C1)C=1C(C=2C(=C(N=CC2)C2=CC(=CC=C2)[N+]#[C-])OC1C1=CC=CC=C1)=O (3-(4-(1-aminocyclobutyl)phenyl)-8-(3-isocyanophenyl)-2-phenyl-4H-pyrano[2,3-c]pyridin-4-one). Yield: 15.0%. Reaction SMILES: NC1(C2C=CC(C3C(=O)C4C(OC=3C3C=CC=CC=3)=C(C3C(C)=NN(C)C=3C)N=CC=4)=CC=2)CCC1.[N+:37]([C:39]1[CH:40]=[C:41]([C:45]2[N:46]=[CH:47][CH:48]=[C:49]3[C:54](=[O:55])[C:53]([C:56]4[CH:61]=[CH:60][C:59]([C:62]5([NH:66]C(=O)OC(C)(C)C)[CH2:65][CH2:64][CH2:63]5)=[CH:58][CH:57]=4)=[C:52]([C:74]4[CH:79]=[CH:78][CH:77]=[CH:76][CH:75]=4)[O:51][C:50]=23)[CH:42]=[CH:43][CH:44]=1)#[C-:38].Cl>O1CCOCC1>[NH2:66][C:62]1([C:59]2[CH:58]=[CH:57][C:56]([C:53]3[C:54](=[O:55])[C:49]4[C:50]([O:51][C:52]=3[C:74]3[CH:75]=[CH:76][CH:77]=[CH:78][CH:79]=3)=[C:45]([C:41]3[CH:42]=[CH:43][CH:44]=[C:39]([N+:37]#[C-:38])[CH:40]=3)[N:46]=[CH:47][CH:48]=4)=[CH:61][CH:60]=2)[CH2:63][CH2:64][CH2:65]1. Procedure details: Following the procedure used to prepare 3-(4-(1-aminocyclobutyl)phenyl)-2-phenyl-8-(1,3,5-trimethyl-1H-pyrazol-4-yl)-4H-pyrano[2,3-c]pyridin-4-one, tert-butyl (1-(4-(8-(3-isocyanophenyl)-4-oxo-2-phenyl-4H-pyrano[2,3-c]pyridin-3-yl)phenyl)cyclobutyl)carbamate was reacted with HCl in dioxane. The product was purified by preparative HPLC to give the title compound (5 mg, 15%). 1H NMR (500 MHz, CD3OD): δ 8.69 (d, J=8.2 Hz, 1H), 8.41 (s, 1H), 8.32-8.29 (m, 1H), 8.05 (d, J=8.3 Hz, 1H), 7.79-7.75 (m, 1... The reactants are CC1(C=C(C(C1)=O)I)C (4,4-Dimethyl-2-iodo-2-cyclopenten-1-one), bis(benzontrile)-palladium(II) chloride, C1(=CC=CC=C1)B(O)O (phenylboronic acid), C1(=CC=CC=C1)[As](C1=CC=CC=C1)C1=CC=CC=C1 (triphenylarsine), C(=O)([O-])[O-].[Na+].[Na+] (Na2CO3). Run in C1=CC=CC=C1 (benzene). Run at temperature 80 celsius, time 2.5 hour. Yields the product CC1(C=C(C(C1)=O)C1=CC=CC=C1)C (4,4-Dimethyl-2-phenyl-2-cyclopenten-1-one). Reaction SMILES: [CH3:1][C:2]1([CH3:9])[CH2:6][C:5](=[O:7])[C:4](I)=[CH:3]1.[C:10]1(B(O)O)[CH:15]=[CH:14][CH:13]=[CH:12][CH:11]=1.C1([As](C2C=CC=CC=2)C2C=CC=CC=2)C=CC=CC=1.C([O-])([O-])=O.[Na+].[Na+]>C1C=CC=CC=1>[CH3:1][C:2]1([CH3:9])[CH2:6][C:5](=[O:7])[C:4]([C:10]2[CH:15]=[CH:14][CH:13]=[CH:12][CH:11]=2)=[CH:3]1 |f:3.4.5|. Reported procedure: A 250 mL round bottom flask was charged with 4,4-dimethyl-2-iodo-2-cyclopenten-1-one from Step 1 (1.59 g, 6.7 mmol), bis(benzontrile)-palladium(II) chloride (235 mg, 0.61 mmol), phenylboronic acid (983 mg, 8.1 mmol), triphenylarsine (308 mg, 1.0 mmol), 2.0 M Na2CO3 (8.4 mL, 16.8 mmol) and benzene (70 mL). The reaction flask was well purged with nitrogen and the reaction was stirred at 80° C. for 2.5 h. The reaction was allowed to cool to r.t., diluted with NH4OAc buffer 25% w/v (100 mL) and extr... Yields the product COc1c(N)c(C#N)c(C)c(-c2cccc(OCc3ccccc3)c2)c1F. Reactants: O=C([O-])[O-], COc1c(F)c(-c2cccc(OCc3ccccc3)c2)c(C)c(C#N)c1NC(=O)C(F)(F)F, CO, [K+], [K+]. RXN SMILES: [C:1](=[O:2])([O-:3])[O-:4].[CH2:7]([c:8]1[cH:9][cH:10][cH:11][cH:12][cH:13]1)[O:14][c:15]1[cH:16][c:17](-[c:21]2[c:22]([F:39])[c:23]([O:37][CH3:38])[c:24]([NH:30][C:31](=[O:32])[C:33]([F:34])([F:35])[F:36])[c:25]([C:28]#[N:29])[c:26]2[CH3:27])[cH:18][cH:19][cH:20]1.[CH3:40][OH:41].[K+:5].[K+:6]>>[CH2:7]([c:8]1[cH:9][cH:10][cH:11][cH:12][cH:13]1)[O:14][c:15]1[cH:16][c:17](-[c:21]2[c:22]([F:39])[c:23]([O:37][CH3:38])[c:24]([NH2:30])[c:25]([C:28]#[N:29])[c:26]2[CH3:27])[cH:18][cH:19][cH:20]1. Procedure: A solution of 2-(2-chloro-ethoxy)-6-nitro-phenylamine (30.0 g, 0.14 mol), N-chlorosuccinimide and acetonitrile (1.3 L) was refluxed for 4 hours. The mixture was concentrated under vacuum and the residue was diluted with ethyl acetate (500 ml). The organic layer was washed with water (2×250 ml) and brine (250 ml), dried over anhydrous magnesium sulfate and filtered. The solvent was removed under vacuum to give an orange solid residue. Crystallization from ethyl acetate-hexanes gave 33.5 g (95.3%)... Product: ClCCOC1=C(C(=CC(=C1)Cl)[N+](=O)[O-])N (2-(2-Chloro-ethoxy)-4-chloro-6-nitro-phenylamine). The yield is 95.3%. As a reaction SMILES: [Cl:1][CH2:2][CH2:3][O:4][C:5]1[CH:10]=[CH:9][CH:8]=[C:7]([N+:11]([O-:13])=[O:12])[C:6]=1[NH2:14].[Cl:15]N1C(=O)CCC1=O>C(#N)C>[Cl:1][CH2:2][CH2:3][O:4][C:5]1[CH:10]=[C:9]([Cl:15])[CH:8]=[C:7]([N+:11]([O-:13])=[O:12])[C:6]=1[NH2:14]. Reactants: ClCCOC1=C(C(=CC=C1)[N+](=O)[O-])N (2-(2-chloro-ethoxy)-6-nitro-phenylamine), ClN1C(CCC1=O)=O (N-chlorosuccinimide). Run in C(C)#N (acetonitrile). The reactants are Benzaldehyde 4-boronic acid, BrC1=NC=CC(=C1)C#N (2-bromo-4-cyano pyridine), [F-].[Cs+] (cesium fluoride), CC(C(C)O)O (dimethyl ethylene glycol). Reagents/catalysts: C=1C=CC(=CC1)[P](C=2C=CC=CC2)(C=3C=CC=CC3)[Pd]([P](C=4C=CC=CC4)(C=5C=CC=CC5)C=6C=CC=CC6)([P](C=7C=CC=CC7)(C=8C=CC=CC8)C=9C=CC=CC9)[P](C=1C=CC=CC1)(C=1C=CC=CC1)C=1C=CC=CC1 (tetrakis(triphenylphosphine)palladium(0)). The solvent is C(C)OCC (diethyl ether). Product: C(=O)C1=CC=C(C=C1)C1=NC=CC(=C1)C#N (2-(4-formylphenyl)-4-pyridyl cyanide). Reaction SMILES: Br[C:2]1[CH:7]=[C:6]([C:8]#[N:9])[CH:5]=[CH:4][N:3]=1.[F-].[Cs+].C[CH:13]([OH:17])[CH:14](O)[CH3:15]>C(OCC)C.C1C=CC([P]([Pd]([P](C2C=CC=CC=2)(C2C=CC=CC=2)C2C=CC=CC=2)([P](C2C=CC=CC=2)(C2C=CC=CC=2)C2C=CC=CC=2)[P](C2C=CC=CC=2)(C2C=CC=CC=2)C2C=CC=CC=2)(C2C=CC=CC=2)C2C=CC=CC=2)=CC=1>[CH:13]([C:14]1[CH:15]=[CH:7][C:6]([C:2]2[CH:7]=[C:6]([C:8]#[N:9])[CH:5]=[CH:4][N:3]=2)=[CH:5][CH:4]=1)=[O:17] |f:1.2,^1:26,28,47,66|. Procedure details: Benzaldehyde-4-boronic acid (1.36 g), 2-bromo-4-cyano pyridine (1.5 g), cesium fluoride (2.72 g) and tetrakis(triphenylphosphine)palladium(0) (285 mg) were mixed together in dimethyl ethylene glycol (30 ml ). The reaction mixture was refluxed for 16 hrs under a atmosphere of nitrogen after which time the cooled mixture was diluted with diethyl ether (40 ml ) and washed with water (40 ml), the organic layer was separated and washed with saturated brine, dried over MgSO4 and evaporated under reduc... The reactants are CN(C)c1ccc(N=O)cc1, CCO, ClC(Cl)Cl, Cl, [Na+], [OH-], O, c1ccncc1, BrCc1ccccc1-c1ccsc1. Product: O=Cc1ccccc1-c1ccsc1. As a reaction SMILES: [CH3:20][N:21]([c:22]1[cH:23][cH:24][c:25]([N:26]=[O:30])[cH:27][cH:28]1)[CH3:29].[CH3:38][CH2:39][OH:40].[CH:34]([Cl:35])([Cl:36])[Cl:37].[ClH:33].[Na+:32].[OH-:31].[OH2:41].[cH:14]1[cH:15][cH:16][n:17][cH:18][cH:19]1.[s:1]1[cH:2][c:3](-[c:6]2[c:7]([CH2:12][Br:13])[cH:8][cH:9][cH:10][cH:11]2)[cH:4][cH:5]1>>[s:1]1[cH:2][c:3](-[c:6]2[c:7]([CH:12]=[O:30])[cH:8][cH:9][cH:10][cH:11]2)[cH:4][cH:5]1.